Dataset: the Open Reaction Database (ORD), a public repository of structured organic reaction records. Task: describe an organic reaction: reactants, conditions, products, and yield The reactants are NC1=C(C=CC(=C1)OC1=CC=C(C=C1)Cl)[N+](=O)[O-] (2-amino-4-(4-chlorophenoxy)-1-nitrobenzene), Cl (hydrochloric acid), C([O-])(O)=O.[K+] (potassium bicarbonate), Cl (hydrochloric acid), stannous chloride. The solvent is C(Cl)(Cl)Cl (chloroform). Yields the product NC1=C(C=C(C=C1)OC1=CC=C(C=C1)Cl)N (1,2-diamino-4-(4-chlorophenoxy)benzene). As a reaction SMILES: [NH2:1][C:2]1[CH:7]=[C:6]([O:8][C:9]2[CH:14]=[CH:13][C:12]([Cl:15])=[CH:11][CH:10]=2)[CH:5]=[CH:4][C:3]=1[N+:16]([O-])=O.Cl.C(=O)(O)[O-].[K+]>C(Cl)(Cl)Cl>[NH2:16][C:3]1[CH:4]=[CH:5][C:6]([O:8][C:9]2[CH:14]=[CH:13][C:12]([Cl:15])=[CH:11][CH:10]=2)=[CH:7][C:2]=1[NH2:1] |f:2.3|. Procedure details: 1.2 G. of 2-amino-4-(4-chlorophenoxy)-1-nitrobenzene in 3ml. concentrated hydrochloric acid is treated with a solution of 6 g. stannous chloride in 3 ml. concentrated hydrochloric acid. The mixture is heated briefly (about ten minutes) on a steam bath, then cooled and treated with potassium bicarbonate and chloroform. The chloroform layer is removed from the filtered mixture, dried and evaporated. 1,2-diamino-4-(4-chlorophenoxy)benzene is isolated as a gum. 1G. of 1,2-diamino-4-(4-chlorophenoxy)... The reactants are Cc1c(CO)sc2cc(Br)ccc12, ClC(Cl)Cl, O=S(Cl)Cl, c1ccncc1. Yields the product Cc1c(CCl)sc2cc(Br)ccc12. As a reaction SMILES: [Br:5][c:6]1[cH:7][cH:8][c:9]2[c:10]([s:11][c:12]([CH2:15][OH:16])[c:13]2[CH3:14])[cH:17]1.[CH:24]([Cl:25])([Cl:26])[Cl:27].[S:1]([Cl:2])([Cl:3])=[O:4].[cH:18]1[cH:19][cH:20][n:21][cH:22][cH:23]1>>[Cl:3][CH2:15][c:12]1[s:11][c:10]2[c:9]([cH:8][cH:7][c:6]([Br:5])[cH:17]2)[c:13]1[CH3:14]. The reactants are NC=1C(N(C=C(C1)C1=NC=CC=C1)C1=CC=CC=C1)=O (3-amino-1-phenyl-5-(2-pyridyl)-1,2-dihydropyridin-2-one), [H-].[Na+] (sodium hydride), C1(=CC=CC=C1)C (toluene), C(C1=CC=CC=C1)Cl (benzyl chloride). Solvent: C(C)(=O)OCC (ethyl acetate). Run at time 30 minute. Yields the product C(C1=CC=CC=C1)NC=1C(N(C=C(C1)C1=NC=CC=C1)C1=CC=CC=C1)=O (3-Benzylamino-1-phenyl-5-(2-pyridyl)-1,2-dihydropyridin-2-one). As a reaction SMILES: [NH2:1][C:2]1[C:3](=[O:20])[N:4]([C:14]2[CH:19]=[CH:18][CH:17]=[CH:16][CH:15]=2)[CH:5]=[C:6]([C:8]2[CH:13]=[CH:12][CH:11]=[CH:10][N:9]=2)[CH:7]=1.[H-].[Na+].[C:23]1([CH3:29])[CH:28]=[CH:27][CH:26]=[CH:25][CH:24]=1.C(Cl)C1C=CC=CC=1>C(OCC)(=O)C>[CH2:29]([NH:1][C:2]1[C:3](=[O:20])[N:4]([C:14]2[CH:15]=[CH:16][CH:17]=[CH:18][CH:19]=2)[CH:5]=[C:6]([C:8]2[CH:13]=[CH:12][CH:11]=[CH:10][N:9]=2)[CH:7]=1)[C:23]1[CH:28]=[CH:27][CH:26]=[CH:25][CH:24]=1 |f:1.2|. Procedure: 40 mg of 3-amino-1-phenyl-5-(2-pyridyl)-1,2-dihydropyridin-2-one and 10 mg of sodium hydride were added to 1 ml of toluene, to which 30 mg of benzyl chloride was added dropwise at 70° C. The mixture was stirred for 30 minutes, and heated for 1 hour under reflux. The reaction mixture was left to cool to room temperature, diluted with ethyl acetate, and washed with a water and a saturated saline water. The organic layer was dried by magnesium sulfate, and refined by NH silica gel chromatography (e... The reactants are ice, CN(C)C=O (DMF), O=P(Cl)(Cl)Cl (POCl3), C1OC=2C=C3C=CNC3=CC2O1 (5,6-methylenedioxy-indole), [OH-].[Na+] (NaOH). Run in O (water), C(C)OCC (diethyl ether). Conditions: temperature 0 celsius, time 45 minute. The product is C1OC=2C=C3C(=CNC3=CC2O1)C=O (5,6-methylenedioxy-indole-3-carboxaldehyde). Isolated yield 69.0%. Reaction SMILES: CN([CH:4]=[O:5])C.O=P(Cl)(Cl)Cl.[CH2:11]1[O:22][C:21]2[CH:20]=[C:19]3[C:15]([CH:16]=[CH:17][NH:18]3)=[CH:14][C:13]=2[O:12]1.[OH-].[Na+]>C(OCC)C.O>[CH2:11]1[O:22][C:21]2[CH:20]=[C:19]3[C:15]([C:16]([CH:4]=[O:5])=[CH:17][NH:18]3)=[CH:14][C:13]=2[O:12]1 |f:3.4|. Reported procedure: To an ice cold solution of DMF (50 mL, excess) was added POCl3 (8 mL, 85.7 mmol) in a drop wise fashion. After addition the mixture was stirred at 0° C. for 5 min and at room temperature for 45 min. The mixture was cooled to 0° C. and 5,6-methylenedioxy-indole (10 g, 62.1 mmol) was added in portion. After complete addition, the mixture was stirred at 0° C. for 10 min and at room temperature for 20 min and finally at 60° C. for 6 h. The mixture was cooled to room temperature and then to 0° C. fol...